From a dataset of the Open Reaction Database (ORD), a public repository of structured organic reaction records. describe an organic reaction: reactants, conditions, products, and yield Reactants: C[N+]1(CCOCC1)[O-] (N-methylmorpholine N-oxide), C(C=C)N1C=2C=CC(=CC2C=2C3=C(C(=CC12)C1=C(C=CC=C1)Cl)C(N(C3=O)CC3=C(C=C(C=C3)OC)OC)=O)OC (6-Ally-4-(2-chlorophenyl)-2-(2,4-dimethoxybenzyl)-9-methoxypyrrolo[3,4-c]carbazole-1,3(2H,6H)-dione), CC(=O)C.O (acetone water). The reagents and catalysts are [Os](=O)(=O)(=O)=O (osmium tetroxide). Solvent: Cl (hydrochloric acid), C(C)(=O)OCC (ethyl acetate). Conditions: time 18 hour. Product: ClC1=C(C=CC=C1)C1=CC=2N(C=3C=CC(=CC3C2C2=C1C(N(C2=O)CC2=C(C=C(C=C2)OC)OC)=O)OC)CC(CO)O (4-(2-Chlorophenyl)-6-(2,3-dihydroxypropyl)-2-(2,4-dimethoxybenzyl)-9-methoxypyrrolo[3,4-c]carbazole-1,3(2H,6H)-dione). The yield is 94.0%. RXN SMILES: C(N1C2C=[C:14]([C:17]3[CH:22]=[CH:21][CH:20]=[CH:19][C:18]=3[Cl:23])[C:13]3[C:24](=[O:39])[N:25]([CH2:28][C:29]4[CH:34]=[CH:33][C:32]([O:35][CH3:36])=[CH:31][C:30]=4[O:37][CH3:38])[C:26](=O)[C:12]=3[C:11]=2[C:10]2[CH:9]=[C:8]([O:40][CH3:41])[CH:7]=[CH:6]C1=2)C=C.[CH3:42][N+:43]1([O-])[CH2:48][CH2:47][O:46][CH2:45][CH2:44]1.C[C:51](C)=[O:52].[OH2:54]>Cl.C(OCC)(=O)C.[Os](=O)(=O)(=O)=O>[Cl:23][C:18]1[CH:19]=[CH:20][CH:21]=[CH:22][C:17]=1[C:14]1[C:13]2[C:24](=[O:39])[N:25]([CH2:28][C:29]3[CH:34]=[CH:33][C:32]([O:35][CH3:36])=[CH:31][C:30]=3[O:37][CH3:38])[C:26](=[O:54])[C:12]=2[C:11]2[C:10]3[CH:9]=[C:8]([O:40][CH3:41])[CH:7]=[CH:6][C:42]=3[N:43]([CH2:48][CH:47]([OH:46])[CH2:51][OH:52])[C:44]=2[CH:45]=1 |f:2.3|. Reported procedure: To a solution of carbazole (288) (80 mg, 0.14 mmol) procedure described in example 298 in acetone/water (4:1, 20 mL) was added N-methylmorpholine N-oxide (33 mg, 0.28 mmol) and osmium tetroxide (176 uL, 4% solution in water, ˜0.028 mmol). The reaction mixture was stirred at room temperature for 18 hours before being diluted with 1N hydrochloric acid and extraction with ethyl acetate. The organic phase was dried, the drying agent was removed and the solution was concentrated to dryness. Chromatog... The reactants are CC1(C)OB(c2cncc(C=O)c2)OC1(C)C, Cn1c(I)nc2ccc(Cl)cc21, [Na+], [Na+], O=C([O-])[O-], CN(C)C=O, c1ccc(P(c2ccccc2)(c2ccccc2)[Pd](P(c2ccccc2)(c2ccccc2)c2ccccc2)(P(c2ccccc2)(c2ccccc2)c2ccccc2)P(c2ccccc2)(c2ccccc2)c2ccccc2)cc1. The product is Cn1c(-c2cncc(C=O)c2)nc2ccc(Cl)cc21. As a reaction SMILES: [CH3:19][C:20]1([CH3:21])[C:22]([CH3:23])([CH3:24])[O:25][B:26]([c:27]2[cH:28][n:29][cH:30][c:31]([CH:32]=[O:33])[cH:34]2)[O:35]1.[Cl:1][c:2]1[cH:3][cH:4][c:5]2[c:6]([n:7]([CH3:11])[c:8]([I:10])[n:9]2)[cH:12]1.[Na+:13].[Na+:14].[O-:15][C:16](=[O:17])[O-:18].[O:113]=[CH:114][N:115]([CH3:116])[CH3:117].[cH:36]1[cH:37][cH:38][c:39]([P:40]([Pd:41]([P:42]([c:43]2[cH:44][cH:45][cH:46][cH:47][cH:48]2)([c:49]2[cH:50][cH:51][cH:52][cH:53][cH:54]2)[c:55]2[cH:56][cH:57][cH:58][cH:59][cH:60]2)([P:61]([c:62]2[cH:63][cH:64][cH:65][cH:66][cH:67]2)([c:68]2[cH:69][cH:70][cH:71][cH:72][cH:73]2)[c:74]2[cH:75][cH:76][cH:77][cH:78][cH:79]2)[P:80]([c:81]2[cH:82][cH:83][cH:84][cH:85][cH:86]2)([c:87]2[cH:88][cH:89][cH:90][cH:91][cH:92]2)[c:93]2[cH:94][cH:95][cH:96][cH:97][cH:98]2)([c:99]2[cH:100][cH:101][cH:102][cH:103][cH:104]2)[c:105]2[cH:106][cH:107][cH:108][cH:109][cH:110]2)[cH:111][cH:112]1>>[Cl:1][c:2]1[cH:3][cH:4][c:5]2[c:6]([n:7]([CH3:11])[c:8](-[c:27]3[cH:28][n:29][cH:30][c:31]([CH:32]=[O:33])[cH:34]3)[n:9]2)[cH:12]1. RXN SMILES: [NH2:1][C:2]1[N:10]=[C:9]([O:11][CH2:12][CH2:13][O:14][CH3:15])[N:8]=[C:7]2[C:3]=1[N:4]=[C:5]([O:23]C)[N:6]2[CH2:16][C:17]1[CH:22]=[CH:21][CH:20]=[CH:19][CH:18]=1>Cl>[NH2:1][C:2]1[N:10]=[C:9]([O:11][CH2:12][CH2:13][O:14][CH3:15])[N:8]=[C:7]2[C:3]=1[N:4]=[C:5]([OH:23])[N:6]2[CH2:16][C:17]1[CH:22]=[CH:21][CH:20]=[CH:19][CH:18]=1. Reactants: NC1=C2N=C(N(C2=NC(=N1)OCCOC)CC1=CC=CC=C1)OC (6-Amino-9-benzyl-8-methoxy-2-(2-methoxyethoxy)purine). Procedure details: 6-Amino-9-benzyl-8-methoxy-2-(2-methoxyethoxy)purine (21 mg, 0.064 mmol) in concentrated hydrochloric acid (20 ml) was stirred at room temperature for 5 hours. The reaction mixture was evaporated in vacuo to dryness and 28% aqueous ammonia was added to the residue. The resulting crystals were filtered and washed with water to give the subject compound (17 mg, yield 84%). The product is NC1=C2N=C(N(C2=NC(=N1)OCCOC)CC1=CC=CC=C1)O (6-Amino-9-benzyl-8-hydroxy-2-(2-methoxyethoxy)purine). Run in Cl (hydrochloric acid). Yield: 84.2%. Reactants: ClC1=C(C=CC=C1)C1CC(C2=C(N(N=C2C1)CCCC1=CC=CC=C1)C)=O (6-(2-chlorophenyl)-3-methyl-2-(3-phenylpropyl)-4,5,6,7-tetrahydroindazol-4-one), C(=N)(N)NN.Cl (aminoguanidine hydrochloride), Cl (hydrochloric acid), O (water). The solvent is C(C)O (ethanol). Product: Cl.ClC1=C(C=CC=C1)C1CC(C2=C(N(N=C2C1)CCCC1=CC=CC=C1)C)=NNC(=N)N (6-(2-chlorophenyl)-4-guanidinoimino-3-methyl-2-(3-phenylpropyl)-4,5,6,7-tetrahydroindazole hydrochloride). Yield: 154.3%. As a reaction SMILES: [Cl:1][C:2]1[CH:7]=[CH:6][CH:5]=[CH:4][C:3]=1[CH:8]1[CH2:16][C:15]2[C:11](=[C:12]([CH3:26])[N:13]([CH2:17][CH2:18][CH2:19][C:20]3[CH:25]=[CH:24][CH:23]=[CH:22][CH:21]=3)[N:14]=2)[C:10](=O)[CH2:9]1.[C:28]([NH:31][NH2:32])([NH2:30])=[NH:29].Cl.Cl.O>C(O)C>[ClH:1].[Cl:1][C:2]1[CH:7]=[CH:6][CH:5]=[CH:4][C:3]=1[CH:8]1[CH2:16][C:15]2[C:11](=[C:12]([CH3:26])[N:13]([CH2:17][CH2:18][CH2:19][C:20]3[CH:25]=[CH:24][CH:23]=[CH:22][CH:21]=3)[N:14]=2)[C:10](=[N:32][NH:31][C:28]([NH2:30])=[NH:29])[CH2:9]1 |f:1.2,6.7|. Reported procedure: A mixture of 6-(2-chlorophenyl)-3-methyl-2-(3-phenylpropyl)-4,5,6,7-tetrahydroindazol-4-one (0.25 g), aminoguanidine hydrochloride (0.11 g), concentrated hydrochloric acid (0.16 ml), water (0.16 ml) and ethanol (15 ml) was refluxed for 8 hours. Under reduced pressure, the solvent was evaporated, and the resulting crystals were recrystallized from ethanol-water to give 6-(2-chlorophenyl)-4-guanidinoimino-3-methyl-2-(3-phenylpropyl)-4,5,6,7-tetrahydroindazole hydrochloride (Compound 154) (0.24 g) ... Product: O[C@@H](CCNC(=O)C1NC(C(C1C1=C(C(=CC=C1)Cl)F)(C#N)C1=C(C=C(C=C1)Cl)F)CC1(CC=CCC1)CO)CO (rac-(2R,3S,4R,5S)-3-(3-chloro-2-fluoro-phenyl)-4-(4-chloro-2-fluoro-phenyl)-4-cyano-5-(1-hydroxymethyl-cyclohex-3-enylmethyl)-pyrrolidine-2-carboxylic acid ((S)-3,4-dihydroxy-butyl)-amide). As a reaction SMILES: CC1(C)[O:6][C@@H:5]([CH2:7][CH2:8][NH:9][C:10]([CH:12]2[CH:16]([C:17]3[CH:22]=[CH:21][CH:20]=[C:19]([Cl:23])[C:18]=3[F:24])[C:15]([C:27]3[CH:32]=[CH:31][C:30]([Cl:33])=[CH:29][C:28]=3[F:34])([C:25]#[N:26])[CH:14]([CH2:35][C:36]3([CH2:42][OH:43])[CH2:41][CH2:40][CH:39]=[CH:38][CH2:37]3)[NH:13]2)=[O:11])[CH2:4][O:3]1.Cl>O1CCCC1>[OH:6][C@H:5]([CH2:4][OH:3])[CH2:7][CH2:8][NH:9][C:10]([CH:12]1[CH:16]([C:17]2[CH:22]=[CH:21][CH:20]=[C:19]([Cl:23])[C:18]=2[F:24])[C:15]([C:27]2[CH:32]=[CH:31][C:30]([Cl:33])=[CH:29][C:28]=2[F:34])([C:25]#[N:26])[CH:14]([CH2:35][C:36]2([CH2:42][OH:43])[CH2:41][CH2:40][CH:39]=[CH:38][CH2:37]2)[NH:13]1)=[O:11]. Isolated yield 76.7%. Starting materials: CC1(OC[C@@H](O1)CCNC(=O)C1NC(C(C1C1=C(C(=CC=C1)Cl)F)(C#N)C1=C(C=C(C=C1)Cl)F)CC1(CC=CCC1)CO)C (rac-(2R,3S,4R,5S)-3-(3-chloro-2-fluoro-phenyl)-4-(4-chloro-2-fluoro-phenyl)-4-cyano-5-(1-hydroxymethyl-cyclohex-3-enylmethyl)-pyrrolidine-2-carboxylic acid [2-((S)-2,2-dimethyl-[1,3]dioxolan-4-yl)-ethyl]-amide), Cl (HCl). Solvent: O1CCCC1 (tetrahydrofuran). Procedure: In a manner similar to the method described in Examples 42d, rac-(2R,3S,4R,5S)-3-(3-chloro-2-fluoro-phenyl)-4-(4-chloro-2-fluoro-phenyl)-4-cyano-5-(1-hydroxymethyl-cyclohex-3-enylmethyl)-pyrrolidine-2-carboxylic acid [2-((S)-2,2-dimethyl-[1,3]dioxolan-4-yl)-ethyl]-amide prepared in Example 117d (0.2 g, 0.3 mmol) was reacted with aqueous HCl solution (1 N, 1 mL, 1 mol) in tetrahydrofuran (9 mL) at room temperature for 2 h to give rac-(2R,3S,4R,5S)-3-(3-chloro-2-fluoro-phenyl)-4-(4-chloro-2-fluoro... The reactants are CC1=C(C(=O)C2=C(C=C(N2C)CC(=O)OCC)C)C=CC=C1 (ethyl 5-(o-methylbenzoyl)-1,4-dimethylpyrrole-2-acetate), C(CC)I (n-propyl iodide). Product: C(C)C=1N(C(=C(C1)C)C(C1=C(C=CC=C1)C)=O)C.C(CC)CC(=O)[O-] (ethyl 5-(o-methylbenzoyl)-1,4-dimethylpyrrole 2-(α-n-propyl)-acetate). RXN SMILES: [CH3:1][C:2]1[CH:22]=[CH:21][CH:20]=[CH:19][C:3]=1[C:4]([C:6]1[N:10]([CH3:11])[C:9]([CH2:12][C:13]([O:15]CC)=[O:14])=[CH:8][C:7]=1[CH3:18])=[O:5].C(I)CC>>[CH2:12]([C:9]1[N:10]([CH3:11])[C:6]([C:4](=[O:5])[C:3]2[CH:19]=[CH:20][CH:21]=[CH:22][C:2]=2[CH3:1])=[C:7]([CH3:18])[CH:8]=1)[CH3:13].[CH2:9]([CH2:12][C:13]([O-:15])=[O:14])[CH2:8][CH3:7] |f:2.3|. Procedure details: The alkylation procedure of Example 77A is performed upon ethyl 5-(o-methylbenzoyl)-1,4-dimethylpyrrole-2-acetate (from Example 92), using an equivalent quantity of n-propyl iodide instead of methyl iodide used in Example 77A to yield ethyl 5-(o-methylbenzoyl)-1,4-dimethylpyrrole-2-(α-n-propyl)-acetate.